This data is from the Open Reaction Database (ORD), a public repository of structured organic reaction records. The task is: describe an organic reaction: reactants, conditions, products, and yield Starting materials: [Al+3], [Cl-], [Cl-], [Cl-], O=C1OCCN1CCCl, O=C=Nc1cccc(Cl)c1, ClCCl. Yields the product O=C1N(CCCl)CCN1c1cccc(Cl)c1. Reaction SMILES: [Al+3:21].[Cl-:20].[Cl-:22].[Cl-:23].[Cl:11][CH2:12][CH2:13][N:14]1[C:16](=[O:19])[O:15][CH2:17][CH2:18]1.[Cl:1][c:2]1[cH:3][c:4]([N:8]=[C:9]=[O:10])[cH:5][cH:6][cH:7]1.[Cl:24][CH2:25][Cl:26]>>[Cl:1][c:2]1[cH:3][c:4]([N:8]2[C:9](=[O:10])[N:14]([CH2:13][CH2:12][Cl:11])[CH2:18][CH2:17]2)[cH:5][cH:6][cH:7]1.